This data is from the Open Reaction Database (ORD), a public repository of structured organic reaction records. The task is: describe an organic reaction: reactants, conditions, products, and yield Starting materials: ClC1=CC=C(C(=O)C2=CC=C(CN3C=NC=4N(C(N(C(C34)=O)C)=O)C)C=C2)C=C1 (7-[4-(4-chlorobenzoyl)benzyl]-1,3-dimethylxanthine), Cl (hydrochloric acid), CCOCC (ether). The solvent is CO (methanol). Reaction conditions: time 10 minute. Product: Cl.ClC1=CC=C(C(=O)C2=CC=C(CN3C=NC=4N(C(N(C(C34)=O)C)=O)C)C=C2)C=C1 (7-[4-(4-Chlorobenzoyl)benzyl]-1,3-dimethylxanthine hydrochloride). Yield: 154.2%. RXN SMILES: [Cl:1][C:2]1[CH:29]=[CH:28][C:5]([C:6]([C:8]2[CH:27]=[CH:26][C:11]([CH2:12][N:13]3[C:21]4[C:20](=[O:22])[N:19]([CH3:23])[C:18](=[O:24])[N:17]([CH3:25])[C:16]=4[N:15]=[CH:14]3)=[CH:10][CH:9]=2)=[O:7])=[CH:4][CH:3]=1.Cl.CCOCC>CO>[ClH:1].[Cl:1][C:2]1[CH:29]=[CH:28][C:5]([C:6]([C:8]2[CH:27]=[CH:26][C:11]([CH2:12][N:13]3[C:21]4[C:20](=[O:22])[N:19]([CH3:23])[C:18](=[O:24])[N:17]([CH3:25])[C:16]=4[N:15]=[CH:14]3)=[CH:10][CH:9]=2)=[O:7])=[CH:4][CH:3]=1 |f:4.5|. Reported procedure: To a solution of 7-[4-(4-chlorobenzoyl)benzyl]-1,3-dimethylxanthine (100 mg) in methanol (4 ml) was added 4N-hydrochloric acid (1 ml) and the mixture was stirred at room temperature for 10 minutes. To this reaction mixture was added ether and the resulting precipitate was collected by filtration to provide the title compound as white powder (84 mg, 77%). 1H-NMR (CDCl3) δ: 3.45(3H,s), 3.70(3H,s), 5.70(2H,s), 7.42-7.83(8H,m), 8.47(1H,s). The reactants are CON(C(=O)C=1N=CN(C1)C=1C=C(C=CC1)C1=C(C=CC=C1F)OC)C (1-(6′-Fluoro-2′-methoxy-biphenyl-3-yl)-1H-imidazole-4-carboxylic acid methoxy-methyl-amide), BrC1=NC=CC(=C1)C (2-bromo-4-methylpyridine). Yields the product FC1=CC=CC(=C1C1=CC(=CC=C1)N1C=NC(=C1)C(=O)C1=NC=CC(=C1)C)OC ([1-(6′-Fluoro-2′-methoxy-biphenyl-3-yl)-1H-imidazol-4-yl]-(4-methyl-pyridin-2-yl)-methanone). Reaction SMILES: CON(C)[C:4]([C:6]1[N:7]=[CH:8][N:9]([C:11]2[CH:12]=[C:13]([C:17]3[C:22]([F:23])=[CH:21][CH:20]=[CH:19][C:18]=3[O:24][CH3:25])[CH:14]=[CH:15][CH:16]=2)[CH:10]=1)=[O:5].Br[C:28]1[CH:33]=[C:32]([CH3:34])[CH:31]=[CH:30][N:29]=1>>[F:23][C:22]1[C:17]([C:13]2[CH:14]=[CH:15][CH:16]=[C:11]([N:9]3[CH:10]=[C:6]([C:4]([C:28]4[CH:33]=[C:32]([CH3:34])[CH:31]=[CH:30][N:29]=4)=[O:5])[N:7]=[CH:8]3)[CH:12]=2)=[C:18]([O:24][CH3:25])[CH:19]=[CH:20][CH:21]=1. Procedure details: This compound is prepared by method C using compound 12g and 2-bromo-4-methylpyridine The reactants are C(C)(=O)NC1=CC2=C(C(=NO2)CCC=2N=C(OC2C(C)C)C2=C(C=C(C=C2)Cl)Cl)C=C1 (6-acetamido-3-[2-[2-(2,4-dichlorophenyl)-5-isopropyl-4-oxazolyl]ethyl]-1,2-benzisoxazole), C(O)([O-])=O.[Na+] (sodium hydrogen carbonate). Solvent: Cl (hydrochloric acid). Product: NC1=CC2=C(C(=NO2)CCC=2N=C(OC2C(C)C)C2=C(C=C(C=C2)Cl)Cl)C=C1 (6-amino-3-[2-[2-(2,4-dichlorophenyl)-5-isopropyl-4-oxazolyl]ethyl]-1,2-benzisoxazole). Yield: 94.4%. Reaction SMILES: C([NH:4][C:5]1[CH:31]=[CH:30][C:8]2[C:9]([CH2:12][CH2:13][C:14]3[N:15]=[C:16]([C:22]4[CH:27]=[CH:26][C:25]([Cl:28])=[CH:24][C:23]=4[Cl:29])[O:17][C:18]=3[CH:19]([CH3:21])[CH3:20])=[N:10][O:11][C:7]=2[CH:6]=1)(=O)C.C(=O)([O-])O.[Na+]>Cl>[NH2:4][C:5]1[CH:31]=[CH:30][C:8]2[C:9]([CH2:12][CH2:13][C:14]3[N:15]=[C:16]([C:22]4[CH:27]=[CH:26][C:25]([Cl:28])=[CH:24][C:23]=4[Cl:29])[O:17][C:18]=3[CH:19]([CH3:21])[CH3:20])=[N:10][O:11][C:7]=2[CH:6]=1 |f:1.2|. Procedure details: The obtained 6-acetamido-3-[2-[2-(2,4-dichlorophenyl)-5-isopropyl-4-oxazolyl]ethyl]-1,2-benzisoxazole (900 mg, 1.96 mmol) was reacted in 3N hydrochloric acid (45 mL) at 100° C. for 4 hours. The reaction mixture was allowed to room temperature, neutralized with a saturated aqueous sodium hydrogen carbonate solution, and extracted with ethyl acetate. The organic layer was washed with saline, and dried over anhydrous sodium sulfate. The solvent was removed under reduced pressure to give 6-amino-3-[... Starting materials: C1[C@H](OC(O1)C2=CC=CC=C2)[C@@H]3C(=C(C(=O)O3)O)O (5,6-O-Benzylidene-L-ascorbic acid), C([O-])([O-])=O.[Ca+2] (calcium carbonate), O=C1C(O)=C(O)[C@H](O1)[C@@H](O)CO (ascorbic acid). The solvent is O (water), O (water). Yields the product [Ca] (calcium), C1[C@H](OC(O1)C2=CC=CC=C2)[C@@H]3C(=C(C(=O)O3)O)O (5,6-O-benzylidene-L-ascorbic acid). The yield is 98.5%. As a reaction SMILES: [CH2:1]1[O:5][CH:4]([C:6]2[CH:11]=[CH:10][CH:9]=[CH:8][CH:7]=2)[O:3][C@@H:2]1[C@H:12]1[O:17][C:15](=[O:16])[C:14]([OH:18])=[C:13]1[OH:19].C(=O)([O-])[O-].[Ca+2:24].O=C1O[C@H]([C@H](CO)O)C(O)=C1O>O>[Ca:24].[CH2:1]1[O:5][CH:4]([C:6]2[CH:7]=[CH:8][CH:9]=[CH:10][CH:11]=2)[O:3][C@@H:2]1[C@H:12]1[O:17][C:15](=[O:16])[C:14]([OH:18])=[C:13]1[OH:19] |f:1.2|. Procedure details: 5,6-O-Benzylidene-L-ascorbic acid (13.2 g) was suspended in water (300 ml), to which was then added calcium carbonate (5 g), whereby the ascorbic acid was dissolved in water. The resulting aqueous solution was freeze-dried to give a calcium salt of 5,6-O-benzylidene-L-ascorbic acid (yield 13 g). This product was a white powdery substance which was readily soluble in water and decomposed near 200° C. The reactants are C(C)OC(=O)C1=C(NC=C1CCCN(C)C)C (4-(3-Dimethylaminopropyl)-2-methyl-1H-pyrrole-3-carboxylic acid ethyl ester), O=P(Cl)(Cl)Cl (POCl3), CN(C)C=O (DMF). Product: C(C)OC(=O)C1=C(NC(=C1CCCN(C)C)C=O)C (4-(3-dimethylamino-propyl)-5-formyl-2-methyl-1H-pyrrole-3-carboxylic acid ethyl ester). Yield: 96.0%. As a reaction SMILES: [CH2:1]([O:3][C:4]([C:6]1[C:10]([CH2:11][CH2:12][CH2:13][N:14]([CH3:16])[CH3:15])=[CH:9][NH:8][C:7]=1[CH3:17])=[O:5])[CH3:2].O=P(Cl)(Cl)Cl.CN([CH:26]=[O:27])C>>[CH2:1]([O:3][C:4]([C:6]1[C:10]([CH2:11][CH2:12][CH2:13][N:14]([CH3:16])[CH3:15])=[C:9]([CH:26]=[O:27])[NH:8][C:7]=1[CH3:17])=[O:5])[CH3:2]. Procedure details: 4-(3-Dimethylaminopropyl)-2-methyl-1H-pyrrole-3-carboxylic acid ethyl ester (600 mg, 2.5 mmol) was formylated using POCl3 and DMF to give 645 mg (96%) of 4-(3-dimethylamino-propyl)-5-formyl-2-methyl-1H-pyrrole-3-carboxylic acid ethyl ester. Reactants: C(=NC1CCCCC1)=NC1CCCCC1, CCCCc1nc(N)[nH]c(=O)c1Cc1ccc(-c2ccccc2C(=O)OC)cc1, CN(C)C=O, O=C(O)CCl, On1nnc2ccccc21. Yields the product CCCCc1nc(NC(=O)CCl)[nH]c(=O)c1Cc1ccc(-c2ccccc2C(=O)OC)cc1. As a reaction SMILES: [CH:35]1([N:36]=[C:37]=[N:38][CH:39]2[CH2:40][CH2:41][CH2:42][CH2:43][CH2:44]2)[CH2:45][CH2:46][CH2:47][CH2:48][CH2:49]1.[NH2:1][c:2]1[n:3][c:4]([CH2:26][CH2:27][CH2:28][CH3:29])[c:5]([CH2:9][c:10]2[cH:11][cH:12][c:13](-[c:16]3[c:17]([C:22](=[O:23])[O:24][CH3:25])[cH:18][cH:19][cH:20][cH:21]3)[cH:14][cH:15]2)[c:6](=[O:8])[nH:7]1.[O:60]=[CH:61][N:62]([CH3:63])[CH3:64].[OH:30][C:31](=[O:32])[CH2:33][Cl:34].[OH:50][n:51]1[c:52]2[c:53]([cH:54][cH:55][cH:56][cH:57]2)[n:58][n:59]1>>[NH:1]([c:2]1[n:3][c:4]([CH2:26][CH2:27][CH2:28][CH3:29])[c:5]([CH2:9][c:10]2[cH:11][cH:12][c:13](-[c:16]3[c:17]([C:22](=[O:23])[O:24][CH3:25])[cH:18][cH:19][cH:20][cH:21]3)[cH:14][cH:15]2)[c:6](=[O:8])[nH:7]1)[C:31](=[O:30])[CH2:33][Cl:34]. Starting materials: resultant mixture, NC=1C=C(C=CC1)CCC=1C=C(C=NC1)NC(OC(C)(C)C)=O (tert-butyl {5-[2-(3-aminophenyl)ethyl]pyridin-3-yl}carbamate), ClC1=NC=C(C(=N1)Cl)Cl (2,4,5-trichloropyrimidine), C([O-])([O-])=O.[K+].[K+] (potassium carbonate). Solvent: CN(C=O)C (N,N-dimethylformamide). Product: ClC1=NC=C(C(=N1)NC=1C=C(C=CC1)CCC=1C=C(C=NC1)NC(OC(C)(C)C)=O)Cl (tert-Butyl [5-(2-{3-[(2,5-dichloropyrimidin-4-yl)amino]phenyl}ethyl)pyridin-3-yl]carbamate). Yield: 81.5%. Reaction SMILES: [NH2:1][C:2]1[CH:3]=[C:4]([CH2:8][CH2:9][C:10]2[CH:11]=[C:12]([NH:16][C:17](=[O:23])[O:18][C:19]([CH3:22])([CH3:21])[CH3:20])[CH:13]=[N:14][CH:15]=2)[CH:5]=[CH:6][CH:7]=1.[Cl:24][C:25]1[N:30]=[C:29](Cl)[C:28]([Cl:32])=[CH:27][N:26]=1.C(=O)([O-])[O-].[K+].[K+]>CN(C)C=O>[Cl:24][C:25]1[N:30]=[C:29]([NH:1][C:2]2[CH:3]=[C:4]([CH2:8][CH2:9][C:10]3[CH:11]=[C:12]([NH:16][C:17](=[O:23])[O:18][C:19]([CH3:20])([CH3:22])[CH3:21])[CH:13]=[N:14][CH:15]=3)[CH:5]=[CH:6][CH:7]=2)[C:28]([Cl:32])=[CH:27][N:26]=1 |f:2.3.4|. Procedure: To a solution of tert-butyl {5-[2-(3-aminophenyl)ethyl]pyridin-3-yl}carbamate (0.50 g, 1.6 mmol) and 2,4,5-trichloropyrimidine (0.30 g, 1.6 mmol) in N,N-dimethylformamide (4 mL) was added potassium carbonate (0.43 g, 3.11 mmol). The resultant mixture was stirred overnight at room temperature. The reaction was quenched with water. EtOAc was added and the layers were separated. The aqueous layer was extracted with EtOAc once. The combined organic layers were washed with water and brine then dried ... Starting materials: O=C([O-])O, Cc1ccccc1, CN(C)C=O, COC(=O)c1c(-c2ccc(F)cc2)nc(O)nc1C(C)C, [Na+], O=S(Cl)Cl. The product is COC(=O)c1c(-c2ccc(F)cc2)nc(Cl)nc1C(C)C. RXN SMILES: [C:33](=[O:34])([O-:35])[OH:36].[CH3:26][c:27]1[cH:28][cH:29][cH:30][cH:31][cH:32]1.[CH3:38][N:39]([CH3:40])[CH:41]=[O:42].[F:1][c:2]1[cH:3][cH:4][c:5](-[c:8]2[n:9][c:10]([OH:21])[n:11][c:12]([CH:18]([CH3:19])[CH3:20])[c:13]2[C:14](=[O:15])[O:16][CH3:17])[cH:6][cH:7]1.[Na+:37].[S:22]([Cl:23])([Cl:24])=[O:25]>>[F:1][c:2]1[cH:3][cH:4][c:5](-[c:8]2[n:9][c:10]([Cl:24])[n:11][c:12]([CH:18]([CH3:19])[CH3:20])[c:13]2[C:14](=[O:15])[O:16][CH3:17])[cH:6][cH:7]1. Starting materials: ONC(=N)C1=CC(=C(C=C1)C1=CC=CC=C1)C(F)(F)F (N-hydroxy-2-trifluoromethyl-biphenyl-4-carboxamidine), CCN=C=NCCCN(C)C.Cl (EDC.HCl), C=1C=CC2=C(C1)N=NN2O (HOBt), COC(=O)CCNS(=O)(=O)C1=CC=C(C(=O)O)C=C1 (4-(2-Methoxycarbonyl-ethylsulfamoyl)-benzoic acid). Run in CN(C)C=O (DMF). Conditions: time 16 hour. Yields the product COC(CCNS(=O)(=O)C1=CC=C(C=C1)C1=NC(=NO1)C1=CC(=C(C=C1)C1=CC=CC=C1)C(F)(F)F)=O (3-{4-[3-(2-Trifluoromethyl-biphenyl-4-yl)-[1,2,4]oxadiazol-5-yl]-benzenesulfonylamino}-propionic acid methyl ester). As a reaction SMILES: [CH3:1][O:2][C:3]([CH2:5][CH2:6][NH:7][S:8]([C:11]1[CH:19]=[CH:18][C:14]([C:15]([OH:17])=O)=[CH:13][CH:12]=1)(=[O:10])=[O:9])=[O:4].CCN=C=NCCCN(C)C.Cl.C1C=CC2N(O)N=NC=2C=1.O[NH:43][C:44]([C:46]1[CH:51]=[CH:50][C:49]([C:52]2[CH:57]=[CH:56][CH:55]=[CH:54][CH:53]=2)=[C:48]([C:58]([F:61])([F:60])[F:59])[CH:47]=1)=[NH:45]>CN(C=O)C>[CH3:1][O:2][C:3](=[O:4])[CH2:5][CH2:6][NH:7][S:8]([C:11]1[CH:12]=[CH:13][C:14]([C:15]2[O:17][N:45]=[C:44]([C:46]3[CH:51]=[CH:50][C:49]([C:52]4[CH:57]=[CH:56][CH:55]=[CH:54][CH:53]=4)=[C:48]([C:58]([F:59])([F:60])[F:61])[CH:47]=3)[N:43]=2)=[CH:18][CH:19]=1)(=[O:9])=[O:10] |f:1.2|. Reported procedure: 4-(2-Methoxycarbonyl-ethylsulfamoyl)-benzoic acid (1 eq) is dissolved in DMF and EDC.HCl (1.3 eq) and HOBt (1.1 eq) are added. After 30 minutes at room temperature N-hydroxy-2-trifluoromethyl-biphenyl-4-carboxamidine (1 eq) is added and the reaction mixture is kept at 90° C. for 16 hours. After removal of the solvent the residue is dissolved in ethyl acetate and extracted with saturated NaHCO3 solution. Title compound is obtained after drying of the organic phase over Na2SO4 on silica gel using ...